From a dataset of the Open Reaction Database (ORD), a public repository of structured organic reaction records. describe an organic reaction: reactants, conditions, products, and yield Starting materials: O=C1c2ccccc2C(=O)N1CCCOc1ccc(OCc2ccccc2)cc1, CCO, NN, O. Yields the product NCCCOc1ccc(OCc2ccccc2)cc1. As a reaction SMILES: [CH2:1]([c:2]1[cH:3][cH:4][cH:5][cH:6][cH:7]1)[O:8][c:9]1[cH:10][cH:11][c:12]([O:13][CH2:14][CH2:15][CH2:16][N:17]2[C:18](=[O:19])[c:20]3[cH:21][cH:22][cH:23][cH:24][c:25]3[C:26]2=[O:27])[cH:28][cH:29]1.[CH3:33][CH2:34][OH:35].[NH2:31][NH2:32].[OH2:30]>>[CH2:1]([c:2]1[cH:3][cH:4][cH:5][cH:6][cH:7]1)[O:8][c:9]1[cH:10][cH:11][c:12]([O:13][CH2:14][CH2:15][CH2:16][NH2:17])[cH:28][cH:29]1.